Task: describe an organic reaction: reactants, conditions, products, and yield. Dataset: the Open Reaction Database (ORD), a public repository of structured organic reaction records Starting materials: Brc1ccccn1, C1CCOC1, CC(C)[N-]C(C)C, CCOC(C)=O, [Li+], [Na+], O=C([O-])O, O=C1CCCC1. Product: OC1(c2cccnc2Br)CCCC1. RXN SMILES: [Br:9][c:10]1[cH:11][cH:12][cH:13][cH:14][n:15]1.[CH2:27]1[O:28][CH2:29][CH2:30][CH2:31]1.[CH3:2][CH:3]([N-:4][CH:5]([CH3:6])[CH3:7])[CH3:8].[CH3:32][CH2:33][O:34][C:35]([CH3:36])=[O:37].[Li+:1].[Na+:26].[O-:22][C:23]([OH:24])=[O:25].[O:16]=[C:17]1[CH2:18][CH2:19][CH2:20][CH2:21]1>>[Br:9][c:10]1[c:11]([C:17]2([OH:16])[CH2:18][CH2:19][CH2:20][CH2:21]2)[cH:12][cH:13][cH:14][n:15]1. Starting materials: FC(C=1C=C(CN2CCNCC2)C=CC1)(F)F (1-(3-(trifluoromethyl)benzyl)piperazine), FC1=CC=C(C=C1)C1(C(N(CC1)CC(=O)O)=O)C1=CC=C(C=C1)F (2-(3,3-bis(4-fluorophenyl)-2-oxopyrrolidin-1-yl)acetic acid), Cl.C(C)N=C=NCCCN(C)C (N1-((ethylimino)methylene)-N3,N3-dimethylpropane-1,3-diamine hydrochloride). The reagents and catalysts are CN(C1=CC=NC=C1)C (N,N-dimethylpyridin-4-amine). Solvent: ClCCl (dichloromethane). Conditions: time 8 hour. The product is FC1=CC=C(C=C1)C1(C(N(CC1)CC(N1CCN(CC1)CC1=CC(=CC=C1)C(F)(F)F)=O)=O)C1=CC=C(C=C1)F (3,3-bis(4-fluorophenyl)-1-(2-oxo-2-{4-[3-(trifluoromethyl)benzyl]piperazin-1-yl}ethyl)pyrrolidin-2-one). RXN SMILES: [F:1][C:2]([F:17])([F:16])[C:3]1[CH:4]=[C:5]([CH:13]=[CH:14][CH:15]=1)[CH2:6][N:7]1[CH2:12][CH2:11][NH:10][CH2:9][CH2:8]1.[F:18][C:19]1[CH:24]=[CH:23][C:22]([C:25]2([C:35]3[CH:40]=[CH:39][C:38]([F:41])=[CH:37][CH:36]=3)[CH2:29][CH2:28][N:27]([CH2:30][C:31](O)=[O:32])[C:26]2=[O:34])=[CH:21][CH:20]=1.Cl.C(N=C=NCCCN(C)C)C>ClCCl.CN(C)C1C=CN=CC=1>[F:18][C:19]1[CH:24]=[CH:23][C:22]([C:25]2([C:35]3[CH:36]=[CH:37][C:38]([F:41])=[CH:39][CH:40]=3)[CH2:29][CH2:28][N:27]([CH2:30][C:31](=[O:32])[N:10]3[CH2:11][CH2:12][N:7]([CH2:6][C:5]4[CH:13]=[CH:14][CH:15]=[C:3]([C:2]([F:1])([F:16])[F:17])[CH:4]=4)[CH2:8][CH2:9]3)[C:26]2=[O:34])=[CH:21][CH:20]=1 |f:2.3|. Procedure: To a solution of 1-(3-(trifluoromethyl)benzyl)piperazine (0.24 g, 1.00 mmol) in dichloromethane (25 mL) under nitrogen was added 2-(3,3-bis(4-fluorophenyl)-2-oxopyrrolidin-1-yl)acetic acid (Example 58D, 0.33 g, 1.00 mmol) followed by N1-((ethylimino)methylene)-N3,N3-dimethylpropane-1,3-diamine hydrochloride (0.39 g, 2.00 mmol) and N,N-dimethylpyridin-4-amine (0.012 g, 0.10 mmol). The reaction mixture was stirred overnight at room temperature. The reaction was concentrated and the residue was par... Starting materials: CN(C1=NC=C(C#N)C=C1)C (6dimethylamino-nicotinonitrile), NO (hydroxylamine), NO (hydroxylamine). Run in C(C)O (ethanol). Run at time 11 hour. The product is CN(C1=NC=C(C(=N)NO)C=C1)C (6-Dimethylamino-N-hydroxy-nicotinamidine). Reaction SMILES: [CH3:1][N:2]([CH3:11])[C:3]1[CH:10]=[CH:9][C:6]([C:7]#[N:8])=[CH:5][N:4]=1.[NH2:12][OH:13]>C(O)C>[CH3:1][N:2]([CH3:11])[C:3]1[CH:10]=[CH:9][C:6]([C:7]([NH:12][OH:13])=[NH:8])=[CH:5][N:4]=1. Procedure: In a 100 ml round flask, 4.7 g (31.9 mmol) of 6dimethylamino-nicotinonitrile and 1.88 ml (31.9 mmol) of aqueous hydroxylamine (50%) are dissolved in 25 ml of ethanol. This mixture is reacted at 90° C. for 6 h. Then another 0.45 ml (8.1 mmol, 0.25 eq.) of hydroxylamine-solution is added. After 11 h at 90° C., the mixture is cooled and the solvent removed in vacuo. This yields the title compound as light yellow solid, which is used for the next step without purification. Mass spectrum: m/z (M+H)+:... Reactants: BrC1=C(C=CC=C1)CC(=O)O (2-bromophenylacetic acid), IC=1C=C(N)C=CC1 (3-iodoaniline). Yields the product IC=1C=C(C=CC1)NC1=C(C=CC=C1)CC(=O)O (2-[(3-iodophenyl)amino]phenylacetic acid). Reaction SMILES: Br[C:2]1[CH:7]=[CH:6][CH:5]=[CH:4][C:3]=1[CH2:8][C:9]([OH:11])=[O:10].[I:12][C:13]1[CH:14]=[C:15]([CH:17]=[CH:18][CH:19]=1)[NH2:16]>>[I:12][C:13]1[CH:14]=[C:15]([NH:16][C:2]2[CH:7]=[CH:6][CH:5]=[CH:4][C:3]=2[CH2:8][C:9]([OH:11])=[O:10])[CH:17]=[CH:18][CH:19]=1. Procedure details: In the manner described in example 3, 2-bromophenylacetic acid is condensed with 3-iodoaniline to yield 2-[(3-iodophenyl)amino]phenylacetic acid. Starting materials: C([O-])([O-])=O.[K+].[K+] (potassium carbonate), BrCC1=CN=CN1C (5-(bromomethyl)-1-methyl-1H-imidazole), CC1=CC(=NC(=N1)S)O (6-methyl-2-sulfanylpyrimidin-4-ol). Solvent: CN(C)C=O (DMF). Conditions: time 4 hour. Product: CC1=CC(=NC(=N1)SCC1=CN=CN1C)O (6-methyl-2-{[(1-methyl-1H-imidazol-5-yl)methyl]sulfanyl}pyrimidin-4-ol). Isolated yield 42.2%. As a reaction SMILES: [CH3:1][C:2]1[N:7]=[C:6]([SH:8])[N:5]=[C:4]([OH:9])[CH:3]=1.C(=O)([O-])[O-].[K+].[K+].Br[CH2:17][C:18]1[N:22]([CH3:23])[CH:21]=[N:20][CH:19]=1>CN(C=O)C>[CH3:1][C:2]1[N:7]=[C:6]([S:8][CH2:17][C:18]2[N:22]([CH3:23])[CH:21]=[N:20][CH:19]=2)[N:5]=[C:4]([OH:9])[CH:3]=1 |f:1.2.3|. Procedure: 6-methyl-2-sulfanylpyrimidin-4-ol (846 mg, 5.9 mmol) was dissolved in anhydrous DMF (40 mL), then potassium carbonate (2.46 g, 17.8 mmol) and 5-(bromomethyl)-1-methyl-1H-imidazole (1.56 g, 8.9 mmol) were added. The mixture was stirred for 4 hours at room temperature. The solid was removed by filtration, washed with methanol, and the filtrate was evaporated. The residue was dissolved in DCM/MeOH and purified on silica gel using 10% DCM in MeOH to afford 6-methyl-2-{[(1-methyl-1H-imidazol-5-yl)met... Reactants: Cl (HCl), BrC=1C(=NC=CC1)NC=1SC=C(N1)C (3-bromo-N-(4-methylthiazol-2-yl)pyridin-2-amine), C(=O)([O-])[O-].[Cs+].[Cs+] (Cs2CO3), C(C1=CC=CC=C1)B1C2CCCC1CCC2 (9-benzyl-9-bora-bicyclo[3.3.1]nonane), C(C1=CC=CC=C1)B1C2CCCC1CCC2 (9-benzyl-9-bora-bicyclo[3.3.1]nonane). Reagents/catalysts: Cl[Pd]Cl (PdCl2). Run in O (water), O (water), CN(C)C=O (DMF). Conditions: temperature 60 celsius. Yields the product Cl.C(C1=CC=CC=C1)C=1C(=NC=CC1)NC=1SC=C(N1)C (3-Benzyl-N-(4-methylthiazol-2-yl)pyridin-2-amine hydrochloride). Isolated yield 50.6%. Reaction SMILES: Br[C:2]1[C:3]([NH:8][C:9]2[S:10][CH:11]=[C:12]([CH3:14])[N:13]=2)=[N:4][CH:5]=[CH:6][CH:7]=1.C([O-])([O-])=O.[Cs+].[Cs+].[CH2:21](B1C2CCCC1CCC2)[C:22]1[CH:27]=[CH:26][CH:25]=[CH:24][CH:23]=1.[ClH:37]>Cl[Pd]Cl.O.CN(C=O)C>[ClH:37].[CH2:21]([C:2]1[C:3]([NH:8][C:9]2[S:10][CH:11]=[C:12]([CH3:14])[N:13]=2)=[N:4][CH:5]=[CH:6][CH:7]=1)[C:22]1[CH:27]=[CH:26][CH:25]=[CH:24][CH:23]=1 |f:1.2.3,9.10|. Procedure details: A mixture of mL 3-bromo-N-(4-methylthiazol-2-yl)pyridin-2-amine (70 mg, 0.26 mmol), Cs2CO3 (250 mg, 0.78 mmol), PdCl2 (dppf) (21.2 mg, 0.026 mmol), and DMF (2 mL) and water (0.5 mL) was purged with nitrogen and 9-benzyl-9-bora-bicyclo[3.3.1]nonane (1.5 mL, 0.78 mmol) was added and heated to 60° C. overnight. Additional 9-benzyl-9-bora-bicyclo[3.3.1]nonane (1.5 mL, 0.78 mmol) was added and heated again overnight. Poured into water and extracted with ether. The organic layer was dried with sodium ... Reactants: COC1=C(C=CC=C1)NN (2-Methoxyphenylhydrazine), C(C)OC(C(CC(C(C)C)=O)=O)=O (5-methyl-2,4-dioxo-hexanoic acid ethyl ester). Run in CCO (EtOH), C1(=CC=CC=C1)C (toluene). Run at temperature 100 celsius, time 18 hour. The product is C(C)OC(=O)C1=NN(C(=C1)C(C)C)C1=C(C=CC=C1)OC (5-Isopropyl-1-(2-methoxy-phenyl)-1H-pyrazole-3-carboxylic acid ethyl ester). Isolated yield 65.2%. As a reaction SMILES: [CH3:1][O:2][C:3]1[CH:8]=[CH:7][CH:6]=[CH:5][C:4]=1[NH:9][NH2:10].[CH2:11]([O:13][C:14](=[O:23])[C:15](=O)[CH2:16][C:17](=O)[CH:18]([CH3:20])[CH3:19])[CH3:12]>CCO.C1(C)C=CC=CC=1>[CH2:11]([O:13][C:14]([C:15]1[CH:16]=[C:17]([CH:18]([CH3:19])[CH3:20])[N:9]([C:4]2[CH:5]=[CH:6][CH:7]=[CH:8][C:3]=2[O:2][CH3:1])[N:10]=1)=[O:23])[CH3:12]. Reported procedure: 2-Methoxyphenylhydrazine (14.07 g, 81 mmol) in EtOH (100 mL) was added dropwise to a refluxing solution of 5-methyl-2,4-dioxo-hexanoic acid ethyl ester (10 g, 53.7 mmol) in toluene (100 mL), under an argon atmosphere. The reaction mixture was stirred for 18 h at 100° C., allowed to cool to rt, concentrated, diluted with a saturated aqueous solution of sodium bicarbonate (250 mL), and extracted with EtOAc. The organic extracts were washed with a saturated aqueous solution of sodium bicarbonate, d... Reactants: CC(C)c1cccc(C(C)C)c1NC(=O)CNCC1(c2ccccc2)CCCC1, CCOC(C)=O, CC(C)c1cccc(C(C)C)c1N=C=O. The product is CC(C)c1cccc(C(C)C)c1NC(=O)CN(CC1(c2ccccc2)CCCC1)C(=O)Nc1c(C(C)C)cccc1C(C)C. As a reaction SMILES: [CH3:16][CH:17]([CH3:18])[c:19]1[c:20]([NH:28][C:29]([CH2:30][NH:31][CH2:32][C:33]2([c:38]3[cH:39][cH:40][cH:41][cH:42][cH:43]3)[CH2:34][CH2:35][CH2:36][CH2:37]2)=[O:44])[c:21]([CH:25]([CH3:26])[CH3:27])[cH:22][cH:23][cH:24]1.[CH3:45][CH2:46][O:47][C:48](=[O:49])[CH3:50].[CH:1]([CH3:2])([CH3:3])[c:4]1[c:5]([N:13]=[C:14]=[O:15])[c:6]([CH:10]([CH3:11])[CH3:12])[cH:7][cH:8][cH:9]1>>[CH:1]([CH3:2])([CH3:3])[c:4]1[c:5]([NH:13][C:14](=[O:15])[N:31]([CH2:30][C:29]([NH:28][c:20]2[c:19]([CH:17]([CH3:16])[CH3:18])[cH:24][cH:23][cH:22][c:21]2[CH:25]([CH3:26])[CH3:27])=[O:44])[CH2:32][C:33]2([c:38]3[cH:39][cH:40][cH:41][cH:42][cH:43]3)[CH2:34][CH2:35][CH2:36][CH2:37]2)[c:6]([CH:10]([CH3:11])[CH3:12])[cH:7][cH:8][cH:9]1.